Dataset: the Open Reaction Database (ORD), a public repository of structured organic reaction records. Task: describe an organic reaction: reactants, conditions, products, and yield Reactants: CCOC(=O)C1(S(=O)(=O)c2ccc(OC)cc2)CCN(Cc2ccc(OC)cc2)CC1, CO, [Na+], [OH-]. Yields the product COc1ccc(CN2CCC(C(=O)O)(S(=O)(=O)c3ccc(OC)cc3)CC2)cc1. RXN SMILES: [CH2:1]([CH3:2])[O:3][C:4](=[O:5])[C:6]1([S:21](=[O:22])(=[O:23])[c:24]2[cH:25][cH:26][c:27]([O:30][CH3:31])[cH:28][cH:29]2)[CH2:7][CH2:8][N:9]([CH2:12][c:13]2[cH:14][cH:15][c:16]([O:19][CH3:20])[cH:17][cH:18]2)[CH2:10][CH2:11]1.[CH3:34][OH:35].[Na+:33].[OH-:32]>>[O:3]=[C:4]([OH:5])[C:6]1([S:21](=[O:22])(=[O:23])[c:24]2[cH:25][cH:26][c:27]([O:30][CH3:31])[cH:28][cH:29]2)[CH2:7][CH2:8][N:9]([CH2:12][c:13]2[cH:14][cH:15][c:16]([O:19][CH3:20])[cH:17][cH:18]2)[CH2:10][CH2:11]1. Isolated yield 89.0%. Starting materials: [H-].[Na+] (NaH), ClC1=NC(=NC(=C1)Cl)C=1SC=C(N1)C(F)(F)F (4,6-dichloro-2-(4-trifluoromethyl-thiazol-2-yl)-pyrimidine), COC1=CC=C(CO)C=C1 (4-methoxybenzyl alcohol), C(=O)(O)[O-].[Na+] (NaHCO3). RXN SMILES: [H-].[Na+].Cl[C:4]1[CH:9]=[C:8]([Cl:10])[N:7]=[C:6]([C:11]2[S:12][CH:13]=[C:14]([C:16]([F:19])([F:18])[F:17])[N:15]=2)[N:5]=1.[CH3:20][O:21][C:22]1[CH:29]=[CH:28][C:25]([CH2:26][OH:27])=[CH:24][CH:23]=1.C([O-])(O)=O.[Na+]>>[Cl:10][C:8]1[CH:9]=[C:4]([O:27][CH2:26][C:25]2[CH:28]=[CH:29][C:22]([O:21][CH3:20])=[CH:23][CH:24]=2)[N:5]=[C:6]([C:11]2[S:12][CH:13]=[C:14]([C:16]([F:19])([F:18])[F:17])[N:15]=2)[N:7]=1 |f:0.1,4.5|. Reported procedure: NaH (60% in oil) (1.49 g, 1 eq.) was added portionwise to a stirred solution of compound 284 (11.2 g, 1 eq.) and 4-methoxybenzyl alcohol (5.15 g, 1 eq.). The reaction mixture was stirred at 0° C. for 1 hr and saturated NaHCO3 solution was added. The combined organic layers were dried over Na2SO4, filtered, and concentrated under reduced pressure. The residue obtained was triturated in pentane to yield compound 285 as a beige solid in 89% yield. MS (ESI, EI+): m/z=402 (MH+). Run at temperature 0 celsius, time 1 hour. Product: ClC1=NC(=NC(=C1)OCC1=CC=C(C=C1)OC)C=1SC=C(N1)C(F)(F)F (4-chloro-6-(4-methoxy-benzyloxy)-2-(4-trifluoromethyl-thiazol-2-yl)pyrimidine). The reactants are [H-].[Na+] (NaH), N1C(=NC2=C1C=CC=C2)C=2SC1=C(N2)C(=CC=C1N1CCOCC1)OC (2-(1H-Benzoimidazol-2-yl)-4-methoxy-7-morpholin-4-yl-benzothiazole), CI (MeI). Run in CN(C)C=O (DMF). Reaction conditions: time 1 hour. Product: COC1=CC=C(C2=C1N=C(S2)C2=NC1=C(N2C)C=CC=C1)N1CCOCC1 (4-methoxy-2-(1-methyl-1H-benzoimidazol-2-yl)-7-morpholin-4-yl-benzothiazole). Yield: 78.9%. RXN SMILES: [NH:1]1[C:5]2[CH:6]=[CH:7][CH:8]=[CH:9][C:4]=2[N:3]=[C:2]1[C:10]1[S:11][C:12]2[C:18]([N:19]3[CH2:24][CH2:23][O:22][CH2:21][CH2:20]3)=[CH:17][CH:16]=[C:15]([O:25][CH3:26])[C:13]=2[N:14]=1.[H-].[Na+].[CH3:29]I>CN(C=O)C>[CH3:26][O:25][C:15]1[C:13]2[N:14]=[C:10]([C:2]3[N:3]([CH3:29])[C:4]4[CH:9]=[CH:8][CH:7]=[CH:6][C:5]=4[N:1]=3)[S:11][C:12]=2[C:18]([N:19]2[CH2:24][CH2:23][O:22][CH2:21][CH2:20]2)=[CH:17][CH:16]=1 |f:1.2|. Procedure: 0.05 g of 2-(1H-Benzoimidazol-2-yl)-4-methoxy-7-morpholin-4-yl-benzothiazole (0.14 mmol) were dissolved in dry DMF (2.0 ml) and treated with 0.005 g NaH (65% in oil, 0.14 mmol) at 0° C. After stirring at ambient temperature for 1 h, 25 μl MeI (0.4 mmol) was added and the reaction mixture was stirred for 16 h. The suspension was filtered and the residue on the filter dried in vacuo. One obtained 0.042 g of 4-methoxy-2-(1-methyl-1H-benzoimidazol-2-yl)-7-morpholin-4-yl-benzothiazole (81%) as a yell...